This data is from the Open Reaction Database (ORD), a public repository of structured organic reaction records. The task is: describe an organic reaction: reactants, conditions, products, and yield Reactants: ClC=1C=C(C=CC1)C(CO)NC(=O)C1CCN(CC1)C1=NC(=NC=C1Cl)Cl (1-(2,5-dichloro-pyrimidin-4-yl)-piperidine-4-carboxylic acid [1-(3-chloro-phenyl)-2-hydroxy-ethyl]-amide), Teflon. Solvent: C(C)O (ethanol), C(C)(C)N (isopropyl amine). Yields the product ClC=1C=C(C=CC1)C(CO)NC(=O)C1CCN(CC1)C1=NC(=NC=C1Cl)NC(C)C (1-(5-Chloro-2-isopropylamino-pyrimidin-4-yl)-piperidine-4-carboxylic acid [1-(3-chloro-phenyl)-2-hydroxy-ethyl]-amide). Isolated yield 61.6%. RXN SMILES: [Cl:1][C:2]1[CH:3]=[C:4]([CH:8]([NH:11][C:12]([CH:14]2[CH2:19][CH2:18][N:17]([C:20]3[C:25]([Cl:26])=[CH:24][N:23]=[C:22](Cl)[N:21]=3)[CH2:16][CH2:15]2)=[O:13])[CH2:9][OH:10])[CH:5]=[CH:6][CH:7]=1>C(O)C.C(N)(C)C>[Cl:1][C:2]1[CH:3]=[C:4]([CH:8]([NH:11][C:12]([CH:14]2[CH2:15][CH2:16][N:17]([C:20]3[C:25]([Cl:26])=[CH:24][N:23]=[C:22]([NH:11][CH:8]([CH3:9])[CH3:4])[N:21]=3)[CH2:18][CH2:19]2)=[O:13])[CH2:9][OH:10])[CH:5]=[CH:6][CH:7]=1. Procedure: The 1-(2,5-dichloro-pyrimidin-4-yl)-piperidine-4-carboxylic acid [1-(3-chloro-phenyl)-2-hydroxy-ethyl]-amide (60 mg, 0.14 mmol) compound was dissolved in absolute ethanol (1 mL) and isopropyl amine (0.2 mL). The mixture was heated in a sealed Teflon reaction vial at 70° C. overnight. The resulting mixture was filtered and purified by preparative HPLC (Gilson: Column=CombiHT SB-C189 5 μM 21.2 mm×100 mm, eluent=0.1% TFA MeCN/H2O gradient). Further purification by preparative TLC (1 mm silica; elue... Reactants: CC(=O)[O-], CC(=O)O, FC(F)(F)Oc1ccc(C=Cc2nc(CCl)co2)cc1, [Na+]. The product is OCc1coc(C=Cc2ccc(OC(F)(F)F)cc2)n1. Reaction SMILES: [CH3:22][C:23]([O-:24])=[O:25].[CH3:26][C:27](=[O:28])[OH:29].[Cl:1][CH2:2][c:3]1[n:4][c:5]([CH:8]=[CH:9][c:10]2[cH:11][cH:12][c:13]([O:16][C:17]([F:18])([F:19])[F:20])[cH:14][cH:15]2)[o:6][cH:7]1.[Na+:21]>>[CH2:2]([c:3]1[n:4][c:5]([CH:8]=[CH:9][c:10]2[cH:11][cH:12][c:13]([O:16][C:17]([F:18])([F:19])[F:20])[cH:14][cH:15]2)[o:6][cH:7]1)[OH:24]. Starting materials: CC1=C(C(=O)C2=C(C1=O)N3C[C@H]4[C@@H]([C@@]3([C@@H]2COC(=O)N)OC)N4)OC (mitomycin A), C(C)(C)(C)OC(=O)NN (tert-butoxycarbonylhydrazine), C([O-])([O-])=O.[K+].[K+] (potassium carbonate). Product: NC(=O)OCC1C2(N(C=3C(=C(C(=C(C13)O)N=NC(=O)OC(C)(C)C)C)O)CC1C2N1)OC (8- {[(aminocarbonyl)oxy]methyl}-4,7-dihydroxy-1,1a,2,8,8a,8b-hexahydro-6-[(tert-butoxycarbonyl)azo]-8a-methoxy-5-methyl-azirino[2',3':3,4]pyrrolo[1,2-a]indole). Yield: 42.9%. As a reaction SMILES: [CH3:1][C:2]1[C:8](=[O:9])[C:7]2[N:10]3[C@@:14]([O:21][CH3:22])([C@H:15]([CH2:16][O:17][C:18]([NH2:20])=[O:19])[C:6]=2[C:4](=[O:5])[C:3]=1OC)[C@H:13]1[NH:23][C@H:12]1[CH2:11]3.[C:26]([O:30][C:31]([NH:33][NH2:34])=[O:32])([CH3:29])([CH3:28])[CH3:27].C(=O)([O-])[O-].[K+].[K+]>>[NH2:20][C:18]([O:17][CH2:16][CH:15]1[C:6]2[C:4]([OH:5])=[C:3]([N:34]=[N:33][C:31]([O:30][C:26]([CH3:29])([CH3:28])[CH3:27])=[O:32])[C:2]([CH3:1])=[C:8]([OH:9])[C:7]=2[N:10]2[CH2:11][CH:12]3[NH:23][CH:13]3[C:14]12[O:21][CH3:22])=[O:19] |f:2.3.4|. Procedure details: In a similar manner to that described in Example 17, mitomycin A (250 mg), tert-butoxycarbonylhydrazine (284 mg) and potassium carbonate (150 mg) are treated to obtain the desired product (138 mg) with a yield of 42.7%. Starting materials: Cc1cc(-c2cccc(C(=O)CC(=O)Nc3cc(C(F)(F)F)c(N4CCOCC4)cc3NC(=O)OC(C)(C)C)c2)on1, ClCCl, O=C(O)C(F)(F)F. The product is Cc1cc(-c2cccc(C3=Nc4cc(N5CCOCC5)c(C(F)(F)F)cc4NC(=O)C3)c2)on1. RXN SMILES: [C:1]([O:2][C:3](=[O:4])[NH:7][c:8]1[c:9]([NH:24][C:25]([CH2:26][C:27](=[O:5])[c:29]2[cH:30][c:31](-[c:35]3[cH:36][c:37]([CH3:40])[n:38][o:39]3)[cH:32][cH:33][cH:34]2)=[O:41])[cH:10][c:11]([C:20]([F:21])([F:22])[F:23])[c:12]([N:14]2[CH2:15][CH2:16][O:17][CH2:18][CH2:19]2)[cH:13]1)([CH3:6])([CH3:28])[CH3:42].[Cl:50][CH2:51][Cl:52].[F:43][C:44]([F:45])([F:46])[C:47]([OH:48])=[O:49]>>[N:7]1=[C:27]([c:29]2[cH:30][c:31](-[c:35]3[cH:36][c:37]([CH3:40])[n:38][o:39]3)[cH:32][cH:33][cH:34]2)[CH2:26][C:25](=[O:41])[NH:24][c:9]2[c:8]1[cH:13][c:12]([N:14]1[CH2:15][CH2:16][O:17][CH2:18][CH2:19]1)[c:11]([C:20]([F:21])([F:22])[F:23])[cH:10]2. Reactants: [BH4-].[Na+] (sodium borohydride), ClC1=CC=C(C=C1)C(N1CC(C1)=C(S(=O)(=O)C)C1=CC(=CC(=C1)F)F)C1=CC=C(C=C1)C=O ((RS)-1-{(4-chlorophenyl)(4-formylphenyl)methyl}-3-[(3,5-difluorophenyl)(methylsulfonyl)methylene]azetidine), O (water). Solvent: CO (methanol). Run at time 1 hour. Yields the product ClC1=CC=C(C=C1)C(N1CC(C1)=C(S(=O)(=O)C)C1=CC(=CC(=C1)F)F)C1=CC=C(C=C1)CO ((RS)-1-{(4-chlorophenyl)[4-(hydroxymethyl)phenyl]methyl}-3-[(3,5-difluorophenyl)(methylsulfonyl)methylene]azetidine). The yield is 57.8%. Reaction SMILES: [BH4-].[Na+].[Cl:3][C:4]1[CH:9]=[CH:8][C:7]([CH:10]([C:28]2[CH:33]=[CH:32][C:31]([CH:34]=[O:35])=[CH:30][CH:29]=2)[N:11]2[CH2:14][C:13](=[C:15]([C:20]3[CH:25]=[C:24]([F:26])[CH:23]=[C:22]([F:27])[CH:21]=3)[S:16]([CH3:19])(=[O:18])=[O:17])[CH2:12]2)=[CH:6][CH:5]=1.O>CO>[Cl:3][C:4]1[CH:9]=[CH:8][C:7]([CH:10]([C:28]2[CH:29]=[CH:30][C:31]([CH2:34][OH:35])=[CH:32][CH:33]=2)[N:11]2[CH2:12][C:13](=[C:15]([C:20]3[CH:21]=[C:22]([F:27])[CH:23]=[C:24]([F:26])[CH:25]=3)[S:16]([CH3:19])(=[O:18])=[O:17])[CH2:14]2)=[CH:6][CH:5]=1 |f:0.1|. Reported procedure: 0.020 g of sodium borohydride is added to a solution of 0.50 g of (RS)-1-{(4-chlorophenyl)(4-formylphenyl)methyl}-3-[(3,5-difluorophenyl)(methylsulfonyl)methylene]azetidine in 15 cm3 of methanol at 0° C. After 1 hour at 0° C. , 40 cm3 of water are added and the product extracted with 100 cm3 of dichloromethane. The organic phase is washed twice with 40 cm3 of water and then 40 cm3 of a saturated sodium chloride solution, dried over magnesium sulfate, filtered and concentrated to dryness under re... Run at temperature 0 celsius, time 2 hour. Product: C(C1=CC=CC=C1)O[C@H]([C@H](C(=O)O)NC(=O)N1C(C(N(CC1)CC)=O)=O)C ((2R, 3S)-3-Benzyloxy-2-[(4-ethyl-2,3-dioxopiperazin-1-yl)carbonylamino]butyric acid). Reactants: C(C1=CC=CC=C1)O[C@H]([C@@H](N)C(=O)O)C (O-Benzyl-D-threonine), C(C)(=O)O (acetic acid), δ(CDCl3), C(C)N1C(C(N(CC1)C(=O)Cl)=O)=O (4-ethyl-2,3-dioxopiperazine-1-carbonyl chloride), CO (methanol), aryl. Reported procedure: O-Benzyl-D-threonine (0.92 g, 4.4 mmole) (prepared by the method of T. Mizoguchi, G. Levin, D. W. Woolley, and J. M. Stewart, J. Org. Chem., 1968, 33, 903, who described the L-isomer) was suspended in water (20 ml) and the pH adjusted to 9.5 , giving a virtually complete solution. This was cooled to 0° C. and stirred while 4-ethyl-2,3-dioxopiperazine-1-carbonyl chloride (1.00 g, 4.9 m mole) in AR acetone (10 ml) was added dropwise. The pH was kept at 9.5 by the addition of further base while the... Reaction SMILES: [CH2:1]([O:8][C@@H:9]([CH3:15])[C@H:10]([C:12]([OH:14])=[O:13])[NH2:11])[C:2]1[CH:7]=[CH:6][CH:5]=[CH:4][CH:3]=1.[CH2:16]([N:18]1[CH2:23][CH2:22][N:21]([C:24](Cl)=[O:25])[C:20](=[O:27])[C:19]1=[O:28])[CH3:17].CO.C(O)(=O)C>O.CC(C)=O.C(Cl)(Cl)Cl>[CH2:1]([O:8][C@@H:9]([CH3:15])[C@@H:10]([NH:11][C:24]([N:21]1[CH2:22][CH2:23][N:18]([CH2:16][CH3:17])[C:19](=[O:28])[C:20]1=[O:27])=[O:25])[C:12]([OH:14])=[O:13])[C:2]1[CH:7]=[CH:6][CH:5]=[CH:4][CH:3]=1. The solvent is CC(=O)C (acetone), C(Cl)(Cl)Cl (chloroform), O (water). Starting materials: Sc1ccc(Br)cc1, O=C([O-])O, OC12CC3CC(CC(C3)C1)C2, [Na+], O, O=C(O)C(F)(F)F. Product: Brc1ccc(SC23CC4CC(CC(C4)C2)C3)cc1. RXN SMILES: [Br:1][c:2]1[cH:3][cH:4][c:5]([SH:8])[cH:6][cH:7]1.[C:27](=[O:28])([OH:29])[O-:30].[C:9]12([OH:19])[CH2:10][CH:11]3[CH2:12][CH:13]([CH2:14][CH:15]([CH2:16]1)[CH2:17]3)[CH2:18]2.[Na+:31].[OH2:32].[OH:20][C:21]([C:22]([F:23])([F:24])[F:25])=[O:26]>>[Br:1][c:2]1[cH:3][cH:4][c:5]([S:8][C:9]23[CH2:10][CH:11]4[CH2:12][CH:13]([CH2:14][CH:15]([CH2:16]2)[CH2:17]4)[CH2:18]3)[cH:6][cH:7]1.